From a dataset of the Open Reaction Database (ORD), a public repository of structured organic reaction records. describe an organic reaction: reactants, conditions, products, and yield The reactants are OC1=C(N(S(C2=C1C=CC=C2)(=O)=O)C)C(=O)OC (methyl 4-hydroxy-2-methyl-2H-1,2-benzothiazine-3-carboxylate 1,1-dioxide), NC=1C(C=CC=C(C1)C)=O (2-amino-4-methyl-2,4,6-cycloheptatrien-1-one). Solvent: C=1(C(=CC=CC1)C)C (xylene). Run at time 8 hour. Yields the product OC1=C(N(S(C2=C1C=CC=C2)(=O)=O)C)C(=O)NC=2C(C=CC=C(C2)C)=O (4-hydroxy-2-methyl-N-(4-methyl-1-oxo-2,4,6-cycloheptatrien-2-yl)-2H-1,2-benzothiazine-3-carboxamide 1,1-dioxide). The yield is 24.1%. Reaction SMILES: [OH:1][C:2]1[C:7]2[CH:8]=[CH:9][CH:10]=[CH:11][C:6]=2[S:5](=[O:13])(=[O:12])[N:4]([CH3:14])[C:3]=1[C:15]([O:17]C)=O.[NH2:19][C:20]1[C:21](=[O:28])[CH:22]=[CH:23][CH:24]=[C:25]([CH3:27])[CH:26]=1>C1(C)C(C)=CC=CC=1>[OH:1][C:2]1[C:7]2[CH:8]=[CH:9][CH:10]=[CH:11][C:6]=2[S:5](=[O:12])(=[O:13])[N:4]([CH3:14])[C:3]=1[C:15]([NH:19][C:20]1[C:21](=[O:28])[CH:22]=[CH:23][CH:24]=[C:25]([CH3:27])[CH:26]=1)=[O:17]. Procedure details: A solution of methyl 4-hydroxy-2-methyl-2H-1,2-benzothiazine-3-carboxylate 1,1-dioxide (2.4 g) and 2-amino-4-methyl-2,4,6-cycloheptatrien-1-one (1.3 g) in xylene (50 ml) is refluxed for 7 hours. The reaction mixture is then allowed to stand at room temperature overnight. The resulting crystals (1.0 g) are collected by filtration and recrystallized from dioxane to give 4-hydroxy-2-methyl-N-(4-methyl-1-oxo-2,4,6-cycloheptatrien-2-yl)-2H-1,2-benzothiazine-3-carboxamide 1,1-dioxide (0.8 g), m.p. 235... Reactants: CCc1nc(NC2c3ccccc3CC2O)c(CC)nc1Br, CCc1cnc(CC)c(NC2CCCc3c(OC)cccc32)n1. Product: CCc1nc(NC2CCCc3c(OC)cccc32)c(CC)nc1Br. Reaction SMILES: [Br:1][c:2]1[n:3][c:4]([CH2:5][CH3:6])[c:7]([NH:8][CH:9]2[c:10]3[c:11]([cH:12][cH:13][cH:14][cH:15]3)[CH2:16][CH:17]2[OH:18])[n:19][c:20]1[CH2:21][CH3:22].[CH2:23]([CH3:24])[c:25]1[c:26]([NH:33][CH:34]2[CH2:35][CH2:36][CH2:37][c:38]3[c:39]([O:44][CH3:45])[cH:40][cH:41][cH:42][c:43]32)[n:27][c:28]([CH2:31][CH3:32])[cH:29][n:30]1>>[Br:1][c:29]1[c:28]([CH2:31][CH3:32])[n:27][c:26]([NH:33][CH:34]2[CH2:35][CH2:36][CH2:37][c:38]3[c:39]([O:44][CH3:45])[cH:40][cH:41][cH:42][c:43]32)[c:25]([CH2:23][CH3:24])[n:30]1. Starting materials: O1C(=NC2=C1C=CC=C2)C2=CC=C(C=O)C=C2 (4-benzoxazol-2-yl-benzaldehyde), OCC(=O)CO (1,3-dihydroxyacetone). The product is O1C(=NC2=C1C=CC=C2)C2=CC=C(C=C2)C(C(C(CO)=O)O)O (4-(4-Benzoxazol-2-yl-phenyl)-1,3,4-trihydroxy-butan-2-one). As a reaction SMILES: [O:1]1[C:5]2[CH:6]=[CH:7][CH:8]=[CH:9][C:4]=2[N:3]=[C:2]1[C:10]1[CH:17]=[CH:16][C:13]([CH:14]=[O:15])=[CH:12][CH:11]=1.[OH:18][CH2:19][C:20]([CH2:22][OH:23])=[O:21]>>[O:1]1[C:5]2[CH:6]=[CH:7][CH:8]=[CH:9][C:4]=2[N:3]=[C:2]1[C:10]1[CH:17]=[CH:16][C:13]([CH:14]([OH:15])[CH:19]([OH:18])[C:20](=[O:21])[CH2:22][OH:23])=[CH:12][CH:11]=1. Reported procedure: Compound B was prepared as a mixture of isomers in analogy to example 1 from 4-benzoxazol-2-yl-benzaldehyde and 1,3-dihydroxyacetone. Starting materials: C1(=C(C=CC=C1)P(C1=C(C=CC=C1)C)C1=C(C=CC=C1)C)C (tri-o-tolylphosphine), C(C)(C)(C)OC(=O)N(CC(F)(F)F)CC=1C=C(C=CC1Br)OC (3-[N-(tert-butoxycarbonyl)-N-(2,2,2-trifluoroethyl)aminomethyl]-4-bromoanisole), C(C=C)(=O)OC (methyl acrylate), C1(=C(C=CC=C1)P(C1=C(C=CC=C1)C)C1=C(C=CC=C1)C)C (tri-o-tolylphosphine), C(C)(C)N(CC)C(C)C (diisopropylethylamine). Reagents/catalysts: C(C)(=O)[O-].[Pd+2].C(C)(=O)[O-] (palladium acetate), C(C)(=O)[O-].[Pd+2].C(C)(=O)[O-] (palladium acetate). Solvent: C(C)#N (acetonitrile). Conditions: time 4 hour. Product: C(C)(C)(C)OC(=O)N(CC(F)(F)F)CC1=C(C=CC(=O)OC)C=CC(=C1)OC (Methyl 2-[N-(tert-butoxycarbonyl)-N-(2,2,2-trifluoroethyl)aminomethyl]-4-methoxycinnamate). Reaction SMILES: [C:1]([O:5][C:6]([N:8]([CH2:14][C:15]1[CH:16]=[C:17]([O:22][CH3:23])[CH:18]=[CH:19][C:20]=1Br)[CH2:9][C:10]([F:13])([F:12])[F:11])=[O:7])([CH3:4])([CH3:3])[CH3:2].[C:24]([O:28][CH3:29])(=[O:27])[CH:25]=[CH2:26].C1(C)C=CC=CC=1P(C1C=CC=CC=1C)C1C=CC=CC=1C.C(N(C(C)C)CC)(C)C>C(#N)C.C([O-])(=O)C.[Pd+2].C([O-])(=O)C>[C:1]([O:5][C:6]([N:8]([CH2:14][C:15]1[CH:16]=[C:17]([O:22][CH3:23])[CH:18]=[CH:19][C:20]=1[CH:26]=[CH:25][C:24]([O:28][CH3:29])=[O:27])[CH2:9][C:10]([F:13])([F:12])[F:11])=[O:7])([CH3:4])([CH3:3])[CH3:2] |f:5.6.7|. Procedure: A solution of 3-[N-(tert-butoxycarbonyl)-N-(2,2,2-trifluoroethyl)aminomethyl]-4-bromoanisole (48.19 g, 121 mmol), methyl acrylate (55 mL, 605 mmol), palladium acetate (1.36 g, 6.1 mmol), tri-o-tolylphosphine (3.69 g, 12 mol), and diisopropylethylamine (49 mL, 278 mmol) in acetonitrile (200 mL) was deoxygenated (3×evacuation/argon purge cycles), then was heated to reflux under argon in oil bath set at 80° C. After 6 hr additional palladium acetate (1.36 g, 6.1 mmol) and tri-o-tolylphosphine (3.69... The reactants are NC1=C(C(=O)N)C=C(C=C1)N1CCCCC1 (2-Amino-5-piperidin-1-yl-benzamide), C(=O)(Cl)Cl (phosgene). The solvent is O1CCOCC1 (dioxane). The product is N1(CCCCC1)C=1C=C2C(NC(NC2=CC1)=O)=O (6-Piperidin-1-yl-1H-quinazoline-2,4-dione). Yield: 91.0%. Reaction SMILES: [NH2:1][C:2]1[CH:10]=[CH:9][C:8]([N:11]2[CH2:16][CH2:15][CH2:14][CH2:13][CH2:12]2)=[CH:7][C:3]=1[C:4]([NH2:6])=[O:5].[C:17](Cl)(Cl)=[O:18]>O1CCOCC1>[N:11]1([C:8]2[CH:7]=[C:3]3[C:2](=[CH:10][CH:9]=2)[NH:1][C:17](=[O:18])[NH:6][C:4]3=[O:5])[CH2:16][CH2:15][CH2:14][CH2:13][CH2:12]1. Procedure: 2-Amino-5-piperidin-1-yl-benzamide (210 mg, 2.33 mmol) in dry dioxane (50 mL) was treated with 2N phosgene solution (1.28 mL in toluene). The resulting orange precipitate was heated to 80 C to give after 3 h, a pale yellow solid. The solution was cooled in an ice bath and the product was collect by filtration to give 6-Piperidin-1-yl-1H-quinazoline-2,4-dione 525 mg (91% yield) HPLC tr=3.6 min (85%), LCMS m/e 246.2 (M+H). Starting materials: ClC1=CC=C2C=CC(=NC2=N1)N1C(C2=C(C1O)SCCS2)=O (6-(7-Chloro-1,8-naphthyridin-2-yl)-5-hydroxy-7-oxo-2,3,6,7-tetrahydro-5H-1,4-dithiino[2,3-c]pyrrole), [H-].[Na+] (sodium hydride), C(C)(=O)N1CCN(CC1)C(=O)Cl (1-acetyl-4-chlorocarbonylpiperazine). The solvent is C(Cl)(Cl)Cl (chloroform), CN(C=O)C (dimethylformamide), CN(C=O)C (dimethylformamide), O (water). Reaction conditions: temperature 2 celsius, time 1 hour. Yields the product C(C)(=O)N1CCN(CC1)C(=O)OC1C2=C(C(N1C1=NC3=NC(=CC=C3C=C1)Cl)=O)SCCS2 (5-(4-Acetylpiperazin-1-yl)carbonyloxy-6-(7-chloro-1,8-naphthyridin-2-yl)-7-oxo-2,3,6,7-tetrahydro-5H-1,4-dithiino[2,3-c]pyrrole). Yield: 38.9%. RXN SMILES: [Cl:1][C:2]1[N:11]=[C:10]2[C:5]([CH:6]=[CH:7][C:8]([N:12]3[CH:16]([OH:17])[C:15]4[S:18][CH2:19][CH2:20][S:21][C:14]=4[C:13]3=[O:22])=[N:9]2)=[CH:4][CH:3]=1.[H-].[Na+].[C:25]([N:28]1[CH2:33][CH2:32][N:31]([C:34](Cl)=[O:35])[CH2:30][CH2:29]1)(=[O:27])[CH3:26]>CN(C)C=O.O.C(Cl)(Cl)Cl>[C:25]([N:28]1[CH2:33][CH2:32][N:31]([C:34]([O:17][CH:16]2[N:12]([C:8]3[CH:7]=[CH:6][C:5]4[C:10](=[N:11][C:2]([Cl:1])=[CH:3][CH:4]=4)[N:9]=3)[C:13](=[O:22])[C:14]3[S:21][CH2:20][CH2:19][S:18][C:15]2=3)=[O:35])[CH2:30][CH2:29]1)(=[O:27])[CH3:26] |f:1.2|. Procedure details: 6-(7-Chloro-1,8-naphthyridin-2-yl)-5-hydroxy-7-oxo-2,3,6,7-tetrahydro-5H-1,4-dithiino[2,3-c]pyrrole (2.5 g.) is added, at 0° C., to a suspension of sodium hydride (0.20 g.) in anhydrous dimethylformamide (10 cc.). The reaction mixture is stirred for 1 hour at 2° C., and then a solution of 1-acetyl-4-chlorocarbonylpiperazine (2.85 g.) in anhydrous dimethylformamide (20 cc.) is added. After 18 hours at 2° C., the reaction mixture is diluted with distilled water (100 cc.). The precipitate formed is...